This data is from the Open Reaction Database (ORD), a public repository of structured organic reaction records. The task is: describe an organic reaction: reactants, conditions, products, and yield The reactants are N (ammonia), CC1=NN=C(N1[C@@H]2C[C@H]3CC[C@@H](C2)N3CC[C@@H](C=4C=CC=CC4)NC(=O)C5CCC(CC5)(F)F)C(C)C.P(=O)([O-])([O-])[O-] (Maraviroc phosphate), CCCCCCC (n-heptane). Solvent: O (water), C(Cl)Cl (methylene chloride). Run at time 30 minute. The product is C(C)(C)C1=NN=C(N1C1CC2CCC(C1)N2CC[C@@H](C2=CC=CC=C2)NC(=O)C2CCC(CC2)(F)F)C (N-{(S)-3-[3-(3-isopropyl-5-methyl-4H-1,2,4-triazol-4-yl)-8-azabicyclo-[3.2.1]octan-8-yl]-1-phenylpropyl}-4,4-difluorocyclohexanecarboxamide). Yield: 90.8%. Reaction SMILES: [CH3:1][C:2]1[N:6]([C@H:7]2[CH2:13][C@H:12]3[N:14]([CH2:15][CH2:16][C@H:17]([NH:24][C:25]([CH:27]4[CH2:32][CH2:31][C:30]([F:34])([F:33])[CH2:29][CH2:28]4)=[O:26])[C:18]4[CH:19]=[CH:20][CH:21]=[CH:22][CH:23]=4)[C@H:9]([CH2:10][CH2:11]3)[CH2:8]2)[C:5]([CH:35]([CH3:37])[CH3:36])=[N:4][N:3]=1.P([O-])([O-])([O-])=O.N.CCCCCCC>C(Cl)Cl.O>[CH:35]([C:5]1[N:6]([CH:7]2[CH2:13][CH:12]3[N:14]([CH2:15][CH2:16][C@H:17]([NH:24][C:25]([CH:27]4[CH2:28][CH2:29][C:30]([F:34])([F:33])[CH2:31][CH2:32]4)=[O:26])[C:18]4[CH:23]=[CH:22][CH:21]=[CH:20][CH:19]=4)[CH:9]([CH2:10][CH2:11]3)[CH2:8]2)[C:2]([CH3:1])=[N:3][N:4]=1)([CH3:36])[CH3:37] |f:0.1|. Procedure: Maraviroc phosphate (6 gm) was dissolved in methylene chloride (50 ml) and water (40 ml). The pH of the reaction mass was adjusted to 8.0 to 8.5 with ammonia solution (3 ml) and then the layers were separated. The organic layer was dried with sodium sulfate and treated with carbon. The methylene chloride was distilled off under vacuum at below 45° C. to obtain residual mass. To the residual mass was added n-heptane (40 ml) and stirred for 30 minutes at room temperature. The solid obtained was co... The reactants are carbonylchlorohydridebis(tricyclohexylphosphine)ruthenium(II), C1(=CC=CC=C1)C (toluene), CC(=C[SiH2]CC[SiH2]C=C(C)C)C (1,2-bis(dimethylvinylsilyl)ethane), CC(C#C)(CC)O[Si](C)(C)C (3-methyl-3-(trimethylsiloxy)pent-1-yne). Yields the product CC(C#C[Si](CC[SiH2]C=C(C)C)(C)C)(CC)O[Si](C)(C)C (1-{[3-methyl-3-(trimethylsiloxy)-1-pentynyl]dimethylsilyl}-2-(dimethylvinylsilyl)ethane). As a reaction SMILES: CC(C)=[CH:3][SiH2:4][CH2:5][CH2:6][SiH2:7][CH:8]=[C:9]([CH3:11])[CH3:10].[CH3:13][C:14]([O:19][Si:20]([CH3:23])([CH3:22])[CH3:21])([CH2:17][CH3:18])[C:15]#[CH:16].[C:24]1(C)C=CC=CC=1>>[CH3:13][C:14]([O:19][Si:20]([CH3:22])([CH3:23])[CH3:21])([CH2:17][CH3:18])[C:15]#[C:16][Si:4]([CH3:3])([CH3:24])[CH2:5][CH2:6][SiH2:7][CH:8]=[C:9]([CH3:10])[CH3:11]. Reported procedure: As in reaction conditions of Example XIX Step 1, to 3.29 mL of toluene, the 0.02 g carbonylchlorohydridebis(tricyclohexylphosphine)ruthenium(II) was added, and the reaction was carried out between 1.64 g 1,2-bis(dimethylvinylsilyl)ethane and 0.47 g 3-methyl-3-(trimethylsiloxy)pent-1-yne. Raw 1-{[3-methyl-3-(trimethylsiloxy)-1-pentynyl]dimethylsilyl}-2-(dimethylvinylsilyl)ethane was obtained. Reactants: ClC1=C(C(=C(N)C(=C1)[N+](=O)[O-])F)F (4-Chloro-2,3-difluoro-6-nitroaniline), [H][H] (hydrogen). The reagents and catalysts are [Ni] (Raney nickel). Run in C(C)O (ethanol). Conditions: time 8 hour. Yields the product ClC=1C(=C(C(=C(C1)N)N)F)F (5-Chloro-3,4-difluoro-1,2-phenylenediamine). As a reaction SMILES: [Cl:1][C:2]1[CH:8]=[C:7]([N+:9]([O-])=O)[C:5]([NH2:6])=[C:4]([F:12])[C:3]=1[F:13].[H][H]>[Ni].C(O)C>[Cl:1][C:2]1[C:3]([F:13])=[C:4]([F:12])[C:5]([NH2:6])=[C:7]([NH2:9])[CH:8]=1. Procedure details: 4-Chloro-2,3-difluoro-6-nitroaniline (11.4 g, 54.4. mmol), Raney nickel (Aldrich, Milwaukee, slurry in water, 2.2 g wet) and ethanol (200 mL) were combined in a stirred Parr reactor which was pressurized with hydrogen (250 psig). The mixture was allowed to stir at rt overnight, after which time the reactor was depressurized and the mixture was filtered through Celite and the solvents were removed in vacuo. The remaining residue was dissolved in ethyl acetate, dried over magnesium sulfate and the... Reactants: CC(C)(C)[Si](C)(C)C#Cc1ccc(Br)cn1, C1CCOC1, [Li]CCCC, CC1CCC(=O)CC1, CCOCC, [Cl-], [NH4+]. Product: CC1CCC(O)(c2ccc(C#C[Si](C)(C)C(C)(C)C)nc2)CC1. As a reaction SMILES: [Br:6][c:7]1[cH:8][cH:9][c:10]([C:13]#[C:14][Si:15]([CH3:16])([CH3:17])[C:18]([CH3:19])([CH3:20])[CH3:21])[n:11][cH:12]1.[CH2:37]1[O:38][CH2:39][CH2:40][CH2:41]1.[CH3:1][CH2:2][CH2:3][CH2:4][Li:5].[CH3:22][CH:23]1[CH2:24][CH2:25][C:26](=[O:29])[CH2:27][CH2:28]1.[CH3:32][CH2:33][O:34][CH2:35][CH3:36].[Cl-:30].[NH4+:31]>>[c:7]1([C:26]2([OH:29])[CH2:25][CH2:24][CH:23]([CH3:22])[CH2:28][CH2:27]2)[cH:8][cH:9][c:10]([C:13]#[C:14][Si:15]([CH3:16])([CH3:17])[C:18]([CH3:19])([CH3:20])[CH3:21])[n:11][cH:12]1. Reactants: BrC1=CC(=CC(=C1)OC)F (1-bromo-3-fluoro-5-methoxybenzene), B(Br)(Br)Br (BBr3). Solvent: C(Cl)Cl (CH2Cl2), C(Cl)Cl (CH2Cl2). Reaction conditions: temperature -30 celsius, time 3 hour. Product: BrC=1C=C(C=C(C1)F)O (3-Bromo-5-fluorophenol). Isolated yield 88.7%. RXN SMILES: [Br:1][C:2]1[CH:7]=[C:6]([O:8]C)[CH:5]=[C:4]([F:10])[CH:3]=1.B(Br)(Br)Br>C(Cl)Cl>[Br:1][C:2]1[CH:7]=[C:6]([OH:8])[CH:5]=[C:4]([F:10])[CH:3]=1. Procedure details: To a solution of 1-bromo-3-fluoro-5-methoxybenzene (3.0 g, 0.015 mol) in dry CH2Cl2 (80 mL) under an inert atmosphere and cooled to −30° C. was added 1 M BBr3 (4.27 mL, 0.045 mol) in 21 mL of CH2Cl2 dropwise while maintaining temperature at −30° C. The reaction was stirred for 3 h at 0-5° C. and then the reaction mixture was quenched with aqueous saturated NaHCO3. Water was added and the mixture was extracted with CH2CO2 three times. The organic layer was washed with brine, dried over Na2SO4 and... The reactants are C(C)=O (acetaldehyde), [PH2](=O)[O-].C(C1=CC=CC=C1)(C1=CC=CC=C1)[NH3+] (benzhydrylammonium hypophosphite). Solvent: O1CCOCC1 (dioxan). Reaction conditions: time 15 minute. Yields the product C(C1=CC=CC=C1)(C1=CC=CC=C1)NC(C)P(O)O (1-benzhydrylaminoethane phosphonous acid). RXN SMILES: [CH:1](=O)[CH3:2].[PH2:4]([O-:6])=[O:5].[CH:7]([NH3+:20])([C:14]1[CH:19]=[CH:18][CH:17]=[CH:16][CH:15]=1)[C:8]1[CH:13]=[CH:12][CH:11]=[CH:10][CH:9]=1>O1CCOCC1>[CH:7]([NH:20][CH:1]([P:4]([OH:6])[OH:5])[CH3:2])([C:14]1[CH:15]=[CH:16][CH:17]=[CH:18][CH:19]=1)[C:8]1[CH:13]=[CH:12][CH:11]=[CH:10][CH:9]=1 |f:1.2|. Procedure: 0.5 Parts of freshly distilled acetaldehyde was added to a suspension of 2.5 parts of benzhydrylammonium hypophosphite in 10 parts of dioxan at room temperature and the mixture stirred for 15 minutes. The mixture was then heated slowly to 50° when solution occurred and a flocculent precipitate immediately formed. The mixture was allowed to cool to room temperature with vigorous stirring and the orange yellow solid filtered off washed with dioxan and ether and finally with a little cold ethanol t... The reactants are C(C)NC1=NC(=CC(=N1)NC1CC1)Cl (2-ethylamino-4-cyclopropylamino-6-chloropyrimidine), C[O-].[Na+] (sodium methylate), CS (methylmercaptan). The solvent is C(Cl)Cl (methylene chloride), CO (methanol). Yields the product C(C)NC1=NC(=CC(=N1)NC1CC1)SC (2-Ethylamino-4-cyclopropylamino-6-methylmercapto-pyrimidine). RXN SMILES: [CH2:1]([NH:3][C:4]1[N:9]=[C:8]([NH:10][CH:11]2[CH2:13][CH2:12]2)[CH:7]=[C:6](Cl)[N:5]=1)[CH3:2].C[O-].[Na+].[CH3:18][SH:19]>CO.C(Cl)Cl>[CH2:1]([NH:3][C:4]1[N:9]=[C:8]([NH:10][CH:11]2[CH2:13][CH2:12]2)[CH:7]=[C:6]([S:19][CH3:18])[N:5]=1)[CH3:2] |f:1.2|. Procedure: 31.8 g (0.15 mol) of 2-ethylamino-4-cyclopropylamino-6-chloropyrimidine and 30.6 g of 30 percent strength methanolic sodium methylate solution (0.17 mol) in 25 g of methanol are first introduced into a bomb tube. 8.6 g of gaseous methylmercaptan (0.18 mol) are passed in, whilst cooling. The bomb tube is sealed and is heated to 100° for 24 hours. When the contents of the tube have cooled they are concentrated on a rotary evaporator to give an oil, the latter is taken up in methylene chloride and ... Reactants: N (ammonia), C(C1=CC=CC=C1)#N (benzonitrile), C(CC)=O (propanal), C(CC)#N (propionitrile), C(C=C)#N (acrylonitrile), aldehydes. Reagents/catalysts: Sn Sb oxide. The solvent is C(C)#N (acetonitrile). The product is COC1=CC=C(C#N)C=C1 (p-methoxybenzonitrile), C(CCCCCCC)#N (octanenitrile). Reaction SMILES: [CH:1](=[O:4])CC.[C:5](#[N:8])[CH2:6][CH3:7].C(#N)C=C.N.[C:14](#[N:21])[C:15]1[CH:20]=[CH:19][CH:18]=[CH:17][CH:16]=1>C(#N)C>[CH3:1][O:4][C:18]1[CH:19]=[CH:20][C:15]([C:14]#[N:21])=[CH:16][CH:17]=1.[C:5](#[N:8])[CH2:6][CH2:7][CH2:17][CH2:16][CH2:15][CH2:20][CH3:19]. Procedure: In a Group 1 process, propanal is converted into a mixture containing some propionitrile and acrylonitrile together with acetonitrile, aldehydes, and other by-products by a reaction with gaseous ammonia and air at 460° C. over Sn/Sb oxide catalyst (M. Cathala, et al., Bull. Soc. chim. France, 1979, pp. 173-178). In another example (R. J. Card and J. L. Schmitt, J. Org. Chem., 1981, vol. 46, pp. 754-757), benzonitrile, p-methoxybenzonitrile, and octanenitrile are obtained in good yields by passin... Starting materials: acid chloride, N1=CC=CC=C1 (pyridine), O (water), CCOCC (ether), CCOCC (ether), C(CCCCCCCCCCC)O (1-dodecanol). Solvent: CCCCC (pentane). Run at time 8 hour. The product is C1CC1CCC(=O)OCCCCCCCCCCCC (dodecyl 3-cyclopropanepropionate). RXN SMILES: CC[O:3][CH2:4][CH3:5].[CH2:6]([OH:18])[CH2:7][CH2:8][CH2:9][CH2:10][CH2:11][CH2:12][CH2:13][CH2:14][CH2:15][CH2:16][CH3:17].N1[CH:24]=[CH:23][CH:22]=[CH:21]C=1.O>CCCCC>[CH2:21]1[CH:23]([CH2:24][CH2:5][C:4]([O:18][CH2:6][CH2:7][CH2:8][CH2:9][CH2:10][CH2:11][CH2:12][CH2:13][CH2:14][CH2:15][CH2:16][CH3:17])=[O:3])[CH2:22]1. Procedure: To the acid chloride, thus prepared, is added 40 mls. of anhydrous ether and 1.49 g. of 1-dodecanol, followed, at 0°, by 0.8 mls. of pyridine (d20 = 0.982). A white precipitate forms immediately. The mixture is stirred at 24° overnight and then water, ether, and pentane are added to the reaction mixture, the organic layer separated, washed with 3N sulfuric acid, aqueous 15% potassium carbonate, water, and brine, dried over calcium sulfate, and the solvent removed to yield dodecyl 3-cyclopropanep...